This data is from the Open Reaction Database (ORD), a public repository of structured organic reaction records. The task is: describe an organic reaction: reactants, conditions, products, and yield The reactants are COC(C[C@@H](COS(=O)(=O)C1=CC=C(C=C1)C)O)=O ((S)-3-hydroxy-4-[[(4-methylphenyl)sulfonyl]oxy]butanoic acid methyl ester), C(C)OC(C[C@@H](CI)O)=O ((S)-3-hydroxy-4-iodobutanoic acid ethyl ester), C(C)OC(C[C@@H]1OC1)=O ((S)-oxiraneacetic acid ethyl ester), C([C@@H](O)CC(=O)O)(=O)O ((S)-malic acid), COC(C[C@@H](COS(=O)(=O)C1=CC=C(C=C1)C)O)=O ((S)-3-hydroxy-4-[[(4-methylphenyl)sulfonyl]oxy]butanoic acid methyl ester), C(C#C)N (propargylamine), alkali metal carbonate. Solvent: alcohol. The product is O[C@H]1CC(N(C1)CC#C)=O ((S)-4-hyroxy-1-(2-propynyl)-2-pyrrolidinone). Reaction SMILES: CO[C:3](=[O:19])[CH2:4][C@H:5]([OH:18])[CH2:6]OS(C1C=CC(C)=CC=1)(=O)=O.C(OC(=O)C[C@H](O)CI)C.C(OC(=O)C[C@H]1CO1)C.C(O)(=O)[C@H](CC(O)=O)O.[CH2:48]([NH2:51])[C:49]#[CH:50]>>[OH:18][C@@H:5]1[CH2:6][N:51]([CH2:48][C:49]#[CH:50])[C:3](=[O:19])[CH2:4]1. Procedure: In accordance with Scheme I, (S)-3-hydroxy-4-[[(4-methylphenyl)sulfonyl]oxy]butanoic acid methyl ester 2, (S)-3-hydroxy-4-iodobutanoic acid ethyl ester 3 and (S)-oxiraneacetic acid ethyl ester 4 are prepared from (S)-malic acid 1 using previously described methods [S. Saito et. al. Chem. Lett. 1389, (1984) and M. Larcheveque et. al. Tetrahedron Lett. 1781, 28 (1987)]. The esters 2, 3 and 4 are individually reacted with propargylamine in an alcohol solvent at temperatures ranging from room temper... Yields the product CCN(N)C(=O)OC(C)(C)C. As a reaction SMILES: [CH2:25]1[O:26][CH2:27][CH2:28][CH2:29]1.[CH3:1][NH:2][NH2:3].[O:4]=[C:5]1[N:6]([N:15]([C:16]([O:17][C:18]([CH3:19])([CH3:20])[CH3:21])=[O:22])[CH2:23][CH3:24])[C:13](=[O:14])[c:8]2[c:7]1[cH:12][cH:11][cH:10][cH:9]2>>[NH2:6][N:15]([C:16]([O:17][C:18]([CH3:19])([CH3:20])[CH3:21])=[O:22])[CH2:23][CH3:24]. Starting materials: C1CCOC1, CNN, CCN(C(=O)OC(C)(C)C)N1C(=O)c2ccccc2C1=O.